Dataset: the Open Reaction Database (ORD), a public repository of structured organic reaction records. Task: describe an organic reaction: reactants, conditions, products, and yield Reaction SMILES: [CH2:1]([N:12]1[CH:19]=[C:18]([CH2:20][C:21]2[CH:22]=[N:23][C:24]([O:27][CH2:28][CH3:29])=[N:25][CH:26]=2)[C:16](=[O:17])[NH:15][C:13]1=[S:14])[CH2:2][CH2:3][CH2:4][CH2:5][CH2:6][CH2:7][CH2:8][CH2:9][CH2:10][CH3:11].C(N(C(C)C)CC)(C)C.[F:39][C:40]1[CH:47]=[CH:46][C:43]([CH2:44]Br)=[CH:42][CH:41]=1>C(Cl)Cl>[CH2:1]([N:12]1[CH:19]=[C:18]([CH2:20][C:21]2[CH:22]=[N:23][C:24]([O:27][CH2:28][CH3:29])=[N:25][CH:26]=2)[C:16](=[O:17])[N:15]=[C:13]1[S:14][CH2:44][C:43]1[CH:46]=[CH:47][C:40]([F:39])=[CH:41][CH:42]=1)[CH2:2][CH2:3][CH2:4][CH2:5][CH2:6][CH2:7][CH2:8][CH2:9][CH2:10][CH3:11]. The solvent is C(Cl)Cl (methylene chloride). Conditions: time 20 hour. Reactants: C(CCCCCCCCCC)N1C(=S)NC(=O)C(=C1)CC=1C=NC(=NC1)OCC (1-undecyl-5-(2-ethoxypyrimidin-5-ylmethyl)-2-thiouracil), C(C)(C)N(CC)C(C)C (diisopropylethylamine), FC1=CC=C(CBr)C=C1 (4-fluorobenzyl bromide). Yields the product C(CCCCCCCCCC)N1C(=NC(C(=C1)CC=1C=NC(=NC1)OCC)=O)SCC1=CC=C(C=C1)F (1-(1-Undecyl)-2-(4-fluorobenzylthio)-5-(2-ethoxypyrimid-5-ylmethyl)pyrimidin-4-one). Procedure: To a mixture of 1-undecyl-5-(2-ethoxypyrimidin-5-ylmethyl)-2-thiouracil (5.0 g) and diisopropylethylamine (2.1 ml) in dry methylene chloride (200 ml) was added 4-fluorobenzyl bromide (1.5 ml) and the mixture stirred under argon at room temperature for 20 h. The solution was washed with 5% aqueous sodium bicarbonate and the organic layer was added directly to a silica gel column (200 g). Elution with ethyl acetate to 5% methanol in ethyl acetate gave the desired product (2.7 g). 1H-NMR (CDCl3) δ0... Reaction SMILES: [C:18]([Cl:19])([Cl:20])([Cl:21])[Cl:22].[C:1]([CH3:2])([CH3:3])([CH3:4])[O:5][C:6](=[O:7])[N:8]1[C:9](=[O:16])[CH:10]([CH3:15])[CH2:11][CH:12]1[CH2:13][OH:14].[C:23](#[N:24])[CH3:25].[CH3:35][CH2:36][O:37][C:38](=[O:39])[CH3:40].[CH3:45][CH2:46][CH2:47][CH2:48][CH2:49][CH3:50].[Cl:32][CH2:33][Cl:34].[I+3:26]([O-:27])([O-:28])([O-:29])[O-:30].[Na+:31].[OH2:17].[Ru:41]([Cl:42])([Cl:43])[Cl:44]>>[C:1]([CH3:2])([CH3:3])([CH3:4])[O:5][C:6](=[O:7])[N:8]1[C:9](=[O:16])[CH:10]([CH3:15])[CH2:11][CH:12]1[C:13](=[O:14])[OH:27]. Reactants: ClC(Cl)(Cl)Cl, CC1CC(CO)N(C(=O)OC(C)(C)C)C1=O, CC#N, CCOC(C)=O, CCCCCC, ClCCl, [O-][I+3]([O-])([O-])[O-], [Na+], O, Cl[Ru](Cl)Cl. Yields the product CC1CC(C(=O)O)N(C(=O)OC(C)(C)C)C1=O. Starting materials: Cc1ccc(Br)cc1[N+](=O)[O-], CCO, NN, O. Product: Cc1ccc(Br)cc1N. Reaction SMILES: [Br:1][c:2]1[cH:3][c:4]([N+:9]([O-:10])=[O:11])[c:5]([CH3:8])[cH:6][cH:7]1.[CH3:15][CH2:16][OH:17].[NH2:13][NH2:14].[OH2:12]>>[Br:1][c:2]1[cH:3][c:4]([NH2:9])[c:5]([CH3:8])[cH:6][cH:7]1. Starting materials: CCc1ccncc1F, CC(=O)O, OO. Yields the product CCc1cc[n+]([O-])cc1F. RXN SMILES: [CH2:1]([CH3:2])[c:3]1[c:4]([F:9])[cH:5][n:6][cH:7][cH:8]1.[CH3:12][C:13](=[O:14])[OH:15].[OH:10][OH:11]>>[CH2:1]([CH3:2])[c:3]1[c:4]([F:9])[cH:5][n+:6]([O-:10])[cH:7][cH:8]1.